Dataset: the Open Reaction Database (ORD), a public repository of structured organic reaction records. Task: describe an organic reaction: reactants, conditions, products, and yield The reactants are Cc1cc(NC(=O)Oc2ccccc2)on1, Cc1ccccc1, CCN(C(C)C)C(C)C, COCCOc1cc2nccc(Oc3ccc(N)cc3)c2cc1C#N. Yields the product COCCOc1cc2nccc(Oc3ccc(NC(=O)Nc4cc(C)no4)cc3)c2cc1C#N. Reaction SMILES: [CH3:26][c:27]1[n:28][o:29][c:30]([NH:32][C:33]([O:34][c:36]2[cH:37][cH:38][cH:39][cH:40][cH:41]2)=[O:35])[cH:31]1.[CH3:51][c:52]1[cH:53][cH:54][cH:55][cH:56][cH:57]1.[CH:42]([N:43]([CH:44]([CH3:45])[CH3:46])[CH2:47][CH3:48])([CH3:49])[CH3:50].[NH2:1][c:2]1[cH:3][cH:4][c:5]([O:6][c:7]2[cH:8][cH:9][n:10][c:11]3[cH:12][c:13]([O:19][CH2:20][CH2:21][O:22][CH3:23])[c:14]([C:17]#[N:18])[cH:15][c:16]23)[cH:24][cH:25]1>>[NH:1]([c:2]1[cH:3][cH:4][c:5]([O:6][c:7]2[cH:8][cH:9][n:10][c:11]3[cH:12][c:13]([O:19][CH2:20][CH2:21][O:22][CH3:23])[c:14]([C:17]#[N:18])[cH:15][c:16]23)[cH:24][cH:25]1)[C:33]([NH:32][c:30]1[o:29][n:28][c:27]([CH3:26])[cH:31]1)=[O:34]. The reactants are C=CCCC(COCc1ccccc1)N1C(=O)c2ccccc2C1=O, CCO, NN, O. The product is C=CCCC(N)COCc1ccccc1. As a reaction SMILES: [CH2:1]([c:2]1[cH:3][cH:4][cH:5][cH:6][cH:7]1)[O:8][CH2:9][CH:10]([CH2:11][CH2:12][CH:13]=[CH2:14])[N:15]1[C:16](=[O:17])[c:18]2[cH:19][cH:20][cH:21][cH:22][c:23]2[C:24]1=[O:25].[CH3:29][CH2:30][OH:31].[NH2:27][NH2:28].[OH2:26]>>[CH2:1]([c:2]1[cH:3][cH:4][cH:5][cH:6][cH:7]1)[O:8][CH2:9][CH:10]([CH2:11][CH2:12][CH:13]=[CH2:14])[NH2:15].